The task is: describe an organic reaction: reactants, conditions, products, and yield. This data is from the Open Reaction Database (ORD), a public repository of structured organic reaction records. The reactants are C(C)(C)(C)OC([C@@H](NC(=O)[C@H]1OC(CC1)=O)CC(C)C)=O (N-{[(S)-(5-Oxo-tetrahydrofuran-2-yl)carbonyl]}-L-leucine tertbutylester), FC(C(=O)O)(F)F (trifluoroacetic acid). Solvent: C(Cl)Cl (CH2Cl2). Product: O=C1CC[C@H](O1)C(=O)N[C@@H](CC(C)C)C(=O)O (N-{[(S)-(5-oxo-tetrahydrofuran-2-yl)carbonyl]}-L-leucine). Reaction SMILES: C([O:5][C:6](=[O:21])[C@H:7]([CH2:17][CH:18]([CH3:20])[CH3:19])[NH:8][C:9]([C@@H:11]1[CH2:15][CH2:14][C:13](=[O:16])[O:12]1)=[O:10])(C)(C)C.FC(F)(F)C(O)=O>C(Cl)Cl>[O:16]=[C:13]1[O:12][C@H:11]([C:9]([NH:8][C@H:7]([C:6]([OH:21])=[O:5])[CH2:17][CH:18]([CH3:20])[CH3:19])=[O:10])[CH2:15][CH2:14]1. Reported procedure: To a solution of N-{[(S)-(5-Oxo-tetrahydrofuran-2-yl)carbonyl]}-L-leucine tertbutylester (800 mg, 2.67 mmols) in CH2Cl2 (3.0 ml) cooled at 0° C., was added freshly distilled anhydrous trifluoroacetic acid (0.5 ml). After a night at room temperature the solvent was evaporated at reduced pressure and the residue was dissolved in Et2O. By adding n-hexane the compound (2e) separated as a brown oil and was dried and decanted in high vacuum; 650 mg (100%); [a]D22=−7° (1, methanol); IR (CHCl3): 3413, 3... Reactants: Cn1cc(-c2ccc(Br)cc2)nc1C(=O)O, CN1CCOCC1, CNOC, CC(C)COC(=O)Cl, ClCCl, Cl, [Na]. Product: CON(C)C(=O)c1nc(-c2ccc(Br)cc2)cn1C. RXN SMILES: [Br:2][c:3]1[cH:4][cH:5][c:6](-[c:9]2[n:10][c:11]([C:15](=[O:16])[OH:17])[n:12]([CH3:14])[cH:13]2)[cH:7][cH:8]1.[CH3:18][N:19]1[CH2:20][CH2:21][O:22][CH2:23][CH2:24]1.[CH3:34][NH:35][O:36][CH3:37].[Cl:25][C:26]([O:27][CH2:28][CH:29]([CH3:30])[CH3:31])=[O:32].[Cl:38][CH2:39][Cl:40].[ClH:33].[Na:1]>>[Br:2][c:3]1[cH:4][cH:5][c:6](-[c:9]2[n:10][c:11]([C:15](=[O:17])[N:35]([CH3:34])[O:36][CH3:37])[n:12]([CH3:14])[cH:13]2)[cH:7][cH:8]1. Reactants: ClC1=CC=C(C=C1)C1=NC2=C(N1C(C(=O)O)C1CCCCC1)C=C(C(=C2)F)F ([2-(4-chloro-phenyl)-5,6-difluoro-benzoimidazol-1-yl]-cyclohexyl-acetic acid), C(C)OC(C(C1CCCCC1)N1C(=NC2=C1C=CC=C2)C2=CC=C(C=C2)Cl)=O ([2-(4-chloro-phenyl)-benzoimidazol-1-yl]-cyclohexyl-acetic acid ethyl ester). The product is ClC1=CC=C(C=C1)C1=NC2=C(N1C(C(=O)O)C1CCCCC1)C=CC=C2 ([2-(4-Chloro-phenyl)-benzoimidazol-1-yl]-cyclohexyl-acetic acid). The yield is 99.0%. RXN SMILES: [Cl:1][C:2]1[CH:7]=[CH:6][C:5]([C:8]2[N:12]([CH:13]([CH:17]3[CH2:22][CH2:21][CH2:20][CH2:19][CH2:18]3)[C:14]([OH:16])=[O:15])[C:11]3[CH:23]=[C:24](F)[C:25](F)=[CH:26][C:10]=3[N:9]=2)=[CH:4][CH:3]=1.C(OC(=O)C(N1C2C=CC=CC=2N=C1C1C=CC(Cl)=CC=1)C1CCCCC1)C>>[Cl:1][C:2]1[CH:7]=[CH:6][C:5]([C:8]2[N:12]([CH:13]([CH:17]3[CH2:22][CH2:21][CH2:20][CH2:19][CH2:18]3)[C:14]([OH:16])=[O:15])[C:11]3[CH:23]=[CH:24][CH:25]=[CH:26][C:10]=3[N:9]=2)=[CH:4][CH:3]=1. Reported procedure: This compound was synthesized in analogy to example 22, intermediate c, from [2-(4-chloro-phenyl)-benzoimidazol-1-yl]-cyclohexyl-acetic acid ethyl ester to give the desired compound as a colorless solid (99%).